Dataset: the Open Reaction Database (ORD), a public repository of structured organic reaction records. Task: describe an organic reaction: reactants, conditions, products, and yield Reactants: O=C(C(=O)OCC)C=1C=C2C3(C(N(C2=CC1)C)N(CC3)C)C (1,2,3,3a,8,8a-hexahydro-α-oxo-1,3a,8-trimethyl-5-pyrrolo[2,3-b]indole acetic acid, ethyl ester), C(CCCC)O (1-pentanol). The reagents and catalysts are [O-]CC.[Ti+4].[O-]CC.[O-]CC.[O-]CC (titanium (IV) ethoxide). Yields the product O=C(C(=O)OCCCCC)C=1C=C2C3(C(N(C2=CC1)C)N(CC3)C)C (1,2,3,3a,8,8a-hexahydro-α-oxo-1,3a,8-trimethyl-5-pyrrolo[2,3-b]indole acetic acid, n-pentyl ester). RXN SMILES: [O:1]=[C:2]([C:8]1[CH:9]=[C:10]2[C:14](=[CH:15][CH:16]=1)[N:13]([CH3:17])[CH:12]1[N:18]([CH3:21])[CH2:19][CH2:20][C:11]21[CH3:22])[C:3]([O:5][CH2:6][CH3:7])=[O:4].[CH2:23](O)[CH2:24][CH2:25]CC>[O-]CC.[Ti+4].[O-]CC.[O-]CC.[O-]CC>[O:1]=[C:2]([C:8]1[CH:9]=[C:10]2[C:14](=[CH:15][CH:16]=1)[N:13]([CH3:17])[CH:12]1[N:18]([CH3:21])[CH2:19][CH2:20][C:11]21[CH3:22])[C:3]([O:5][CH2:6][CH2:7][CH2:23][CH2:24][CH3:25])=[O:4] |f:2.3.4.5.6|. Reported procedure: A solution of 1,2,3,3a,8,8a-hexahydro-α-oxo-1,3a,8-trimethyl-5-pyrrolo[2,3-b]indole acetic acid, ethyl ester (2.89 g) in 1-pentanol (61 ml) was treated at 0° C. under a nitrogen atmosphere with titanium (IV) ethoxide (0.80 ml). The solution was warmed to room temperature and then slowly heated for 2.5 hours keeping the temperature between 60°-80° C. The excess 1-pentanol was removed by distillation under high vacuum. The residue was washed successively with 50 ml of saturated aqueous NH4Cl solut... Reactants: PdCl2dppf, IC1=CN=C2N1C=CC(=C2)C=2N=NN(N2)C (3-iodo-7-(2-methyl-2H-tetrazol-5-yl)-imidazo[1,2-a]pyridine), CC1(OB(OC1(C)C)C=1C=C(C=CC1)NC(=O)NCC(F)(F)F)C (1-[3-(4,4,5,5-Tetramethyl-[1,3,2]dioxaborolan-2-yl)-phenyl]-3-(2,2,2-trifluoro-ethyl)-urea), C(=O)([O-])[O-].[Cs+].[Cs+] (Cs2CO3). The solvent is COCCOC (DME). Conditions: temperature 80 celsius. Product: CN1N=C(N=N1)C1=CC=2N(C=C1)C(=CN2)C=2C=C(C=CC2)NC(=O)NCC(F)(F)F (1-{3-[7-(2-Methyl-2H-tetrazol-5-yl)-imidazo[1,2-a]pyridin-3-yl]-phenyl}-3-(2,2,2-trifluoro-ethyl)-urea). Yield: 27.7%. RXN SMILES: I[C:2]1[N:6]2[CH:7]=[CH:8][C:9]([C:11]3[N:12]=[N:13][N:14]([CH3:16])[N:15]=3)=[CH:10][C:5]2=[N:4][CH:3]=1.CC1(C)C(C)(C)OB([C:25]2[CH:26]=[C:27]([NH:31][C:32]([NH:34][CH2:35][C:36]([F:39])([F:38])[F:37])=[O:33])[CH:28]=[CH:29][CH:30]=2)O1.C([O-])([O-])=O.[Cs+].[Cs+]>COCCOC>[CH3:16][N:14]1[N:13]=[N:12][C:11]([C:9]2[CH:8]=[CH:7][N:6]3[C:2]([C:29]4[CH:28]=[C:27]([NH:31][C:32]([NH:34][CH2:35][C:36]([F:37])([F:38])[F:39])=[O:33])[CH:26]=[CH:25][CH:30]=4)=[CH:3][N:4]=[C:5]3[CH:10]=2)=[N:15]1 |f:2.3.4|. Reported procedure: A mixture of 3-iodo-7-(2-methyl-2H-tetrazol-5-yl)-imidazo[1,2-a]pyridine (170 mg, 0.52 mmol), 1-[3-(4,4,5,5-Tetramethyl-[1,3,2]dioxaborolan-2-yl)-phenyl]-3-(2,2,2-trifluoro-ethyl)-urea (16, 225 mg, 0.65 mmol) and Cs2CO3 (340 mg, 1.04 mmol) in dry DME (2.5 ml) was deoxygenated by evacuate/fill N2 (×2). PdCl2dppf (38 mg, 0.05 mmol) was added, and the mixture was deoxygenated again (×3). The reaction was stirred and heated at 80° C. for 16 hours. After cooling to RT the mixture was partitioned betw... Starting materials: C1CCOC1, CC(=O)O, CC(C)c1cc(C(=O)OC(C)(C)C)n(-c2ccc(F)c([N+](=O)[O-])c2)n1, [Li+], [Na+], [Na+], O=S([O-])([O-])=S, [OH-], O, OO. Product: CC(C)c1cc(C(=O)OC(C)(C)C)n(-c2ccc(O)c([N+](=O)[O-])c2)n1. RXN SMILES: [CH2:37]1[O:38][CH2:39][CH2:40][CH2:41]1.[CH3:43][C:44](=[O:45])[OH:46].[F:1][c:2]1[c:3]([N+:23](=[O:24])[O-:25])[cH:4][c:5](-[n:8]2[n:9][c:10]([CH:20]([CH3:21])[CH3:22])[cH:11][c:12]2[C:13](=[O:14])[O:15][C:16]([CH3:17])([CH3:18])[CH3:19])[cH:6][cH:7]1.[Li+:27].[Na+:30].[Na+:31].[O-:32][S:33]([O-:34])(=[S:35])=[O:36].[OH-:26].[OH2:42].[OH:28][OH:29]>>[c:2]1([OH:32])[c:3]([N+:23](=[O:24])[O-:25])[cH:4][c:5](-[n:8]2[n:9][c:10]([CH:20]([CH3:21])[CH3:22])[cH:11][c:12]2[C:13](=[O:14])[O:15][C:16]([CH3:17])([CH3:18])[CH3:19])[cH:6][cH:7]1. Starting materials: Cl.FC(C1=CC=C(C(=N)N)C=C1)(F)F (4-Trifluoromethylbenzamidine hydrochloride), α-propyl-β-dimethylaminoacrolein, C[O-].[Na+] (sodium methylate), [Na] (sodium). Solvent: CO (methanol). Yields the product C(CC)C=1C=NC(=NC1)C1=CC=C(C=C1)C(F)(F)F (5-propyl-2-(4-trifluoromethylphenyl)pyrimidine). Isolated yield 100.0%. As a reaction SMILES: Cl.[F:2][C:3]([F:14])([F:13])[C:4]1[CH:12]=[CH:11][C:7]([C:8]([NH2:10])=[NH:9])=[CH:6][CH:5]=1.C[O-].[Na+].[Na]>CO>[CH2:5]([C:4]1[CH:3]=[N:9][C:8]([C:7]2[CH:11]=[CH:12][C:4]([C:3]([F:13])([F:14])[F:2])=[CH:5][CH:6]=2)=[N:10][CH:12]=1)[CH2:6][CH3:7] |f:0.1,2.3,^1:17|. Procedure details: 4-Trifluoromethylbenzamidine hydrochloride (5 g, 0.02 mol) and α-propyl-β-dimethylaminoacrolein (3 g, 0.02 mol) were added to a sodium methylate solution having metallic sodium (1 g) dissolved in anhydrous methanol (50 ml), followed by boiling the mixture for 4 hours with stirring, distilling off methanol, adding toluene (50 ml) to the reaction residue to extract the product, washing the resulting extract with water, drying the toluene layer with anhydrous sodium sulfate, distilling off toulene ... RXN SMILES: NS(N)(=O)=O.Cl[CH2:7][CH2:8][CH2:9][S:10]([N:13]1[CH2:18][CH2:17][CH:16]([C:19]2[C:27]3[C:22](=[C:23]([C:34]([NH2:36])=[O:35])[CH:24]=[C:25]([C:28]4[CH:33]=[CH:32][CH:31]=[CH:30][CH:29]=4)[CH:26]=3)[NH:21][CH:20]=2)[CH2:15][CH2:14]1)(=[O:12])=[O:11].[NH:37]1[CH2:41][CH2:40][CH2:39][CH2:38]1.C([O-])([O-])=O.[K+].[K+].[Na+].[I-]>>[C:28]1([C:25]2[CH:26]=[C:27]3[C:22](=[C:23]([C:34]([NH2:36])=[O:35])[CH:24]=2)[NH:21][CH:20]=[C:19]3[CH:16]2[CH2:17][CH2:18][N:13]([S:10]([CH2:9][CH2:8][CH2:7][N:37]3[CH2:41][CH2:40][CH2:39][CH2:38]3)(=[O:12])=[O:11])[CH2:14][CH2:15]2)[CH:33]=[CH:32][CH:31]=[CH:30][CH:29]=1 |f:3.4.5,6.7|. The product is C1(=CC=CC=C1)C=1C=C2C(=CNC2=C(C1)C(=O)N)C1CCN(CC1)S(=O)(=O)CCCN1CCCC1 (5-phenyl-3-(1-{[3-(1-pyrrolidinyl)propyl]sulfonyl}-4-piperidinyl)-1H-indole-7-carboxamide). The yield is 42.0%. The reactants are NS(=O)(=O)N (aminosulfonamide), ClCCCS(=O)(=O)N1CCC(CC1)C1=CNC2=C(C=C(C=C12)C1=CC=CC=C1)C(=O)N (3-{1-[(3-chloropropyl)sulfonyl]-4-piperidinyl}-5-phenyl-1H-indole-7-carboxamide), N1CCCC1 (pyrrolidine), C(=O)([O-])[O-].[K+].[K+] (K2CO3), [Na+].[I-] (NaI). Reported procedure: Following the general procedure for aminosulfonamide formation outlined in example 2, 3-{1-[(3-chloropropyl)sulfonyl]-4-piperidinyl}-5-phenyl-1H-indole-7-carboxamide (60 mg, 0.13 mmol) and pyrrolidine (46.2 mg, 0.65 mmol) were allowed to react in the presence of K2CO3 (77 mg, 0.56 mmol) and NaI (Cat. 2.13 mg). The resulting residue was purified by reverse phase HPLC eluting with 10% B to 80% B, where A=H2O (0.1% trifluoroacetic acid) and B=CH3CN (0.1% trifluoroacetic acid) to give the title comp... Starting materials: COC=1C(=NC2=CC=C(C=C2N1)OC)NC(OCC)=O (Ethyl N-(3,6-dimethoxyquinoxalin-2-yl)carbamate), COC1=CC=C(C=C1)N1CCNCC1 (1-(4-methoxyphenyl)piperazine). The product is COC=1C(=NC2=CC=C(C=C2N1)OC)NC(=O)N1CCN(CC1)C1=CC=C(C=C1)OC (1-[(3,6-Dimethoxyquinoxalin-2-yl)aminocarbonyl]-4-(4-methoxyphenyl)piperazine). Yield: 87.0%. RXN SMILES: [CH3:1][O:2][C:3]1[C:4]([NH:15][C:16](=[O:20])OCC)=[N:5][C:6]2[C:11]([N:12]=1)=[CH:10][C:9]([O:13][CH3:14])=[CH:8][CH:7]=2.[CH3:21][O:22][C:23]1[CH:28]=[CH:27][C:26]([N:29]2[CH2:34][CH2:33][NH:32][CH2:31][CH2:30]2)=[CH:25][CH:24]=1>>[CH3:1][O:2][C:3]1[C:4]([NH:15][C:16]([N:32]2[CH2:31][CH2:30][N:29]([C:26]3[CH:25]=[CH:24][C:23]([O:22][CH3:21])=[CH:28][CH:27]=3)[CH2:34][CH2:33]2)=[O:20])=[N:5][C:6]2[C:11]([N:12]=1)=[CH:10][C:9]([O:13][CH3:14])=[CH:8][CH:7]=2. Reported procedure: Ethyl N-(3,6-dimethoxyquinoxalin-2-yl)carbamate and 1-(4-methoxyphenyl)piperazine were reacted by the same way with the example 148 to obtain the titled compound (yield, 87%). 1H NMR (300 MHz, CDCl3): δ 3.12-3.15 (m, 4H), 3.74-3.76 (m, 7H), 3.89 (s, 3H), 4.11 (s, 3H), 6.83-6.93 (m, 4H), 7.12-7.13 (m, 2H), 7.33 (s, 1H), 7.72-7.75 (m, 1H).